describe an organic reaction: reactants, conditions, products, and yield From a dataset of the Open Reaction Database (ORD), a public repository of structured organic reaction records. Reactants: CN[C@@H]1C[C@H]2O[C@@](C)([C@@H]1OC)n1c3ccccc3c3c4c(c5c6ccccc6n2c5c31)C(=O)NC4 (staurosporine), O=Cc1ccccc1. The reagents and catalysts are CC(C)[O-].CC(C)[O-].CC(C)[O-].CC(C)[O-].[Ti+4] (Ti(OiPr)4), CC(=O)O (acetic acid), CC(=O)O[BH-](OC(C)=O)OC(C)=O.[Na+] (Sodium triacetoxyborohydride). The solvent is CN1CCCC1=O (NMP), CN1CCCC1=O (NMP), CN1CCCC1=O (NMP), CN1CCCC1=O (NMP), CN1CCCC1=O (NMP), CN1CCCC1=O (NMP), CN1CCCC1=O (NMP). Conditions: temperature 22 celsius, time 18 hour. Product: CO[C@@H]1[C@@H](C[C@H]2O[C@]1(C)n3c4ccccc4c5c6CNC(=O)c6c7c8ccccc8n2c7c35)N(C)Cc9ccccc9, CN[C@@H]1C[C@H]2O[C@@](C)([C@@H]1OC)n1c3ccccc3c3c4c(c5c6ccccc6n2c5c31)C(=O)NC4 (Staurosporine), O=Cc1ccccc1. Reactants: C1COCCO1, CO, [Cl-], [Fe], O=[N+]([O-])c1cc(I)c2occc2c1, [NH4+], O. Product: Nc1cc(I)c2occc2c1. Reaction SMILES: [CH2:16]1[O:17][CH2:18][CH2:19][O:20][CH2:21]1.[CH3:14][OH:15].[Cl-:22].[Fe:25].[I:1][c:2]1[cH:3][c:4]([N+:11]([O-:12])=[O:13])[cH:5][c:6]2[cH:7][cH:8][o:9][c:10]12.[NH4+:23].[OH2:24]>>[I:1][c:2]1[cH:3][c:4]([NH2:11])[cH:5][c:6]2[cH:7][cH:8][o:9][c:10]12.